From a dataset of the Open Reaction Database (ORD), a public repository of structured organic reaction records. describe an organic reaction: reactants, conditions, products, and yield Reactants: O=C([O-])O, Cc1cc(C(=O)Cl)no1, ClCCl, Nc1ccc(Cl)c(C(=O)O)c1, [Na+]. The product is Cc1cc(C(=O)Nc2ccc(Cl)c(C(=O)O)c2)no1. RXN SMILES: [C:21](=[O:22])([OH:23])[O-:24].[CH3:12][c:13]1[cH:14][c:15]([C:18](=[O:19])[Cl:20])[n:16][o:17]1.[Cl:26][CH2:27][Cl:28].[NH2:1][c:2]1[cH:3][cH:4][c:5]([Cl:11])[c:6]([C:7](=[O:8])[OH:9])[cH:10]1.[Na+:25]>>[NH:1]([c:2]1[cH:3][cH:4][c:5]([Cl:11])[c:6]([C:7](=[O:8])[OH:9])[cH:10]1)[C:18]([c:15]1[cH:14][c:13]([CH3:12])[o:17][n:16]1)=[O:19]. Reactants: BrB(Br)Br, ClCCl, COc1ccc(OC2CCN(C(C)(C)CCC(C(N)=O)(c3ccccc3)c3ccccc3)C2)cc1Cl. Product: CC(C)(CCC(C(N)=O)(c1ccccc1)c1ccccc1)N1CCC(Oc2ccc(O)c(Cl)c2)C1. As a reaction SMILES: [B:1]([Br:2])([Br:3])[Br:4].[Cl:41][CH2:42][Cl:43].[Cl:5][c:6]1[cH:7][c:8]([O:9][CH:10]2[CH2:11][N:12]([C:15]([CH2:16][CH2:17][C:18]([C:19](=[O:20])[NH2:21])([c:22]3[cH:23][cH:24][cH:25][cH:26][cH:27]3)[c:28]3[cH:29][cH:30][cH:31][cH:32][cH:33]3)([CH3:34])[CH3:35])[CH2:13][CH2:14]2)[cH:36][cH:37][c:38]1[O:39][CH3:40]>>[Cl:5][c:6]1[cH:7][c:8]([O:9][CH:10]2[CH2:11][N:12]([C:15]([CH2:16][CH2:17][C:18]([C:19](=[O:20])[NH2:21])([c:22]3[cH:23][cH:24][cH:25][cH:26][cH:27]3)[c:28]3[cH:29][cH:30][cH:31][cH:32][cH:33]3)([CH3:34])[CH3:35])[CH2:13][CH2:14]2)[cH:36][cH:37][c:38]1[OH:39].